From a dataset of the Open Reaction Database (ORD), a public repository of structured organic reaction records. describe an organic reaction: reactants, conditions, products, and yield Reactants: FC(C(=NC(C1=CC=CC=C1)(C1=CC=CC=C1)C1=CC=CC=C1)Cl)(F)F (2,2,2-trifluoro-N-(trityl)ethanimidoyl chloride), C(C)OC(C#C)OCC (3,3-diethoxyprop-1-yne), P(=O)([O-])([O-])[O-].[K+].[K+].[K+] (potassium phosphate), [I-].[K+] (potassium iodide), halogenated hydrocarbon. Reagents/catalysts: [Cu]I (copper (I) iodide). Run in C(C)#N (acetonitrile), O (water). Run at temperature 60 celsius. The product is C(C)OC(C#CC(C(F)(F)F)=NC(C1=CC=CC=C1)(C1=CC=CC=C1)C1=CC=CC=C1)OCC (N-(5,5-diethoxy-1,1,1-trifluoropent-3-yn-2-ylidene)-1,1,1-triphenylmethanamine). Reaction SMILES: [F:1][C:2]([F:26])([F:25])[C:3](Cl)=[N:4][C:5]([C:18]1[CH:23]=[CH:22][CH:21]=[CH:20][CH:19]=1)([C:12]1[CH:17]=[CH:16][CH:15]=[CH:14][CH:13]=1)[C:6]1[CH:11]=[CH:10][CH:9]=[CH:8][CH:7]=1.[CH2:27]([O:29][CH:30]([O:33][CH2:34][CH3:35])[C:31]#[CH:32])[CH3:28].P([O-])([O-])([O-])=O.[K+].[K+].[K+].[I-].[K+]>C(#N)C.[Cu]I.O>[CH2:27]([O:29][CH:30]([O:33][CH2:34][CH3:35])[C:31]#[C:32][C:3](=[N:4][C:5]([C:18]1[CH:23]=[CH:22][CH:21]=[CH:20][CH:19]=1)([C:12]1[CH:17]=[CH:16][CH:15]=[CH:14][CH:13]=1)[C:6]1[CH:11]=[CH:10][CH:9]=[CH:8][CH:7]=1)[C:2]([F:26])([F:25])[F:1])[CH3:28] |f:2.3.4.5,6.7|. Procedure details: In a typical reaction, 2,2,2-trifluoro-N-(trityl)ethanimidoyl chloride and a slight excess of 3,3-diethoxyprop-1-yne are mixed with about 0.3 equivalents of copper (I) iodide and slight excesses of potassium phosphate and potassium iodide in anhydrous acetonitrile. The mixture is heated at about 60° C. under a nitrogen atmosphere until the reaction is complete. After cooling, an extraction solvent like a halogenated hydrocarbon is added to the mixture along with water. The organic layer is recov... Starting materials: OCC(CCOc1ccc(Br)cc1)c1ccc(Cl)cc1Cl, CS(=O)(=O)Cl, CC(C)OC(C)C, c1ccncc1. The product is CS(=O)(=O)OCC(CCOc1ccc(Br)cc1)c1ccc(Cl)cc1Cl. As a reaction SMILES: [Br:1][c:2]1[cH:3][cH:4][c:5]([O:6][CH2:7][CH2:8][CH:9]([CH2:10][OH:11])[c:12]2[c:13]([Cl:19])[cH:14][c:15]([Cl:18])[cH:16][cH:17]2)[cH:20][cH:21]1.[CH3:22][S:23]([Cl:24])(=[O:25])=[O:26].[O:27]([CH:28]([CH3:29])[CH3:30])[CH:31]([CH3:32])[CH3:33].[cH:34]1[cH:35][cH:36][n:37][cH:38][cH:39]1>>[Br:1][c:2]1[cH:3][cH:4][c:5]([O:6][CH2:7][CH2:8][CH:9]([CH2:10][O:11][S:23]([CH3:22])(=[O:25])=[O:26])[c:12]2[c:13]([Cl:19])[cH:14][c:15]([Cl:18])[cH:16][cH:17]2)[cH:20][cH:21]1. Reaction conditions: time 1 hour. The reactants are BrC1=CC=2C(C3=CC(=CC=C3C2C=C1)Br)(CCCCCC)CCCCCC (2,7-dibromo-9,9-dihexylfluorene), C(CCC)[Sn](C=1SC=CC1)(CCCC)CCCC (2-tributylstannylthiophene), C1(=CC=CC=C1)C (toluene). Reaction SMILES: [Br:1][C:2]1[CH:14]=[CH:13][C:12]2[C:11]3[C:6](=[CH:7][C:8](Br)=[CH:9][CH:10]=3)[C:5]([CH2:22][CH2:23][CH2:24][CH2:25][CH2:26][CH3:27])([CH2:16][CH2:17][CH2:18][CH2:19][CH2:20][CH3:21])[C:4]=2[CH:3]=1.C([Sn](CCCC)(CCCC)[C:33]1[S:34][CH:35]=[CH:36][CH:37]=1)CCC.C1(C)C=CC=CC=1>C1C=CC([P]([Pd]([P](C2C=CC=CC=2)(C2C=CC=CC=2)C2C=CC=CC=2)([P](C2C=CC=CC=2)(C2C=CC=CC=2)C2C=CC=CC=2)[P](C2C=CC=CC=2)(C2C=CC=CC=2)C2C=CC=CC=2)(C2C=CC=CC=2)C2C=CC=CC=2)=CC=1.C(O)C>[Br:1][C:2]1[CH:3]=[C:4]2[C:12]([C:11]3[CH:10]=[CH:9][C:8]([C:33]4[S:34][CH:35]=[CH:36][CH:37]=4)=[CH:7][C:6]=3[C:5]2([CH2:22][CH2:23][CH2:24][CH2:25][CH2:26][CH3:27])[CH2:16][CH2:17][CH2:18][CH2:19][CH2:20][CH3:21])=[CH:13][CH:14]=1 |^1:56,58,77,96|. The reagents and catalysts are C=1C=CC(=CC1)[P](C=2C=CC=CC2)(C=3C=CC=CC3)[Pd]([P](C=4C=CC=CC4)(C=5C=CC=CC5)C=6C=CC=CC6)([P](C=7C=CC=CC7)(C=8C=CC=CC8)C=9C=CC=CC9)[P](C=1C=CC=CC1)(C=1C=CC=CC1)C=1C=CC=CC1 (tetrakis(triphenylphosphine)palladium). Yields the product BrC1=CC=C2C=3C=CC(=CC3C(C2=C1)(CCCCCC)CCCCCC)C=1SC=CC1 (2-(7-Bromo-9,9-dihexylfluoren-2-yl)-thiophene). Procedure: A mixture of 2,7-dibromo-9,9-dihexylfluorene (7) (8.0 g, 16 mmol), 2-tributylstannylthiophene (2.98 g, 8.0 mmol), tetrakis(triphenylphosphine)palladium (0) (200 mg, 1.73×10−4 mol) aqueous sodium carbonate (2M, 2 cm3), toluene (5 cm3) and ethanol (2 cm3) was heated under reflux for 24 h under argon. Toluene and ethanol were removed and hexane (10 cm3) and aqueous KI (2%, 10 cm3) added and the mixture stirred vigorously for 1 h. Diethyl ether (10 cm3) and dilute HCl(aq)(3M, 10 cm3) were added, the... The solvent is C(C)O (ethanol). The reactants are [Br-], Cc1ccc(S(=O)(=O)OCCCCCCCCCCCBr)cc1, CC[Mg+], Cc1ccccc1, C#Cc1ccc(Cl)cc1. Product: Clc1ccc(C#CCCCCCCCCCCCBr)cc1. RXN SMILES: [Br-:1].[Br:14][CH2:15][CH2:16][CH2:17][CH2:18][CH2:19][CH2:20][CH2:21][CH2:22][CH2:23][CH2:24][CH2:25][O:26][S:27]([c:28]1[cH:29][cH:30][c:31]([CH3:32])[cH:33][cH:34]1)(=[O:35])=[O:36].[CH2:2]([Mg+:3])[CH3:4].[CH3:37][c:38]1[cH:39][cH:40][cH:41][cH:42][cH:43]1.[Cl:5][c:6]1[cH:7][cH:8][c:9]([C:12]#[CH:13])[cH:10][cH:11]1>>[Cl:5][c:6]1[cH:7][cH:8][c:9]([C:12]#[C:13][CH2:25][CH2:24][CH2:23][CH2:22][CH2:21][CH2:20][CH2:19][CH2:18][CH2:17][CH2:16][CH2:15][Br:14])[cH:10][cH:11]1. Starting materials: CC(C)(C)OC(=O)NCCCNC1CCN(S(=O)(=O)c2cccc3cncc(Cl)c23)C1, CC(C)(C)OC(=O)NCCC=O, O=Cc1ccco1, Cl. Yields the product Cl, NCCCNC1CCN(S(=O)(=O)c2cccc3cncc(Cl)c23)C1. RXN SMILES: [C:21]([O:22][C:23](=[O:24])[NH:28][CH2:29][CH2:30][CH2:31][NH:32][CH:33]1[CH2:34][N:35]([S:38](=[O:39])(=[O:40])[c:41]2[c:42]3[c:43]([Cl:51])[cH:44][n:45][cH:46][c:47]3[cH:48][cH:49][cH:50]2)[CH2:36][CH2:37]1)([CH3:25])([CH3:26])[CH3:27].[C:2]([O:3][C:4]([NH:5][CH2:6][CH2:7][CH:8]=[O:9])=[O:10])([CH3:11])([CH3:12])[CH3:13].[CH:14](=[O:15])[c:16]1[o:17][cH:18][cH:19][cH:20]1.[ClH:1]>>[ClH:1].[NH2:28][CH2:29][CH2:30][CH2:31][NH:32][CH:33]1[CH2:34][N:35]([S:38](=[O:39])(=[O:40])[c:41]2[c:42]3[c:43]([Cl:51])[cH:44][n:45][cH:46][c:47]3[cH:48][cH:49][cH:50]2)[CH2:36][CH2:37]1.